This data is from the Open Reaction Database (ORD), a public repository of structured organic reaction records. The task is: describe an organic reaction: reactants, conditions, products, and yield Reactants: CC(C)(C)OC(=O)NC1CCC(CC#N)CC1, ClCCl, O=C(O)C(F)(F)F. The product is N#CCC1CCC(N)CC1. RXN SMILES: [C:1]([O:2][C:3](=[O:4])[NH:7][CH:8]1[CH2:9][CH2:10][CH:11]([CH2:14][C:15]#[N:16])[CH2:12][CH2:13]1)([CH3:5])([CH3:6])[CH3:17].[Cl:25][CH2:26][Cl:27].[OH:18][C:19]([C:20]([F:21])([F:22])[F:23])=[O:24]>>[NH2:7][CH:8]1[CH2:9][CH2:10][CH:11]([CH2:14][C:15]#[N:16])[CH2:12][CH2:13]1. The reactants are Cc1cc(C)c(CNC(=O)c2cc(Br)cc(N(C)C3CCOCC3)c2C)c(=O)[nH]1, O=C([O-])[O-], CC1(C)OB(c2ccc(CN3CCOCC3)cc2)OC1(C)C, [Na+], [Na+], C1COCCO1, O, c1ccc(P(c2ccccc2)(c2ccccc2)[Pd](P(c2ccccc2)(c2ccccc2)c2ccccc2)(P(c2ccccc2)(c2ccccc2)c2ccccc2)P(c2ccccc2)(c2ccccc2)c2ccccc2)cc1. RXN SMILES: [Br:1][c:2]1[cH:3][c:4]([N:22]([CH:23]2[CH2:24][CH2:25][O:26][CH2:27][CH2:28]2)[CH3:29])[c:5]([CH3:21])[c:6]([C:7](=[O:8])[NH:9][CH2:10][c:11]2[c:12](=[O:19])[nH:13][c:14]([CH3:18])[cH:15][c:16]2[CH3:17])[cH:20]1.[C:52](=[O:53])([O-:54])[O-:55].[CH3:30][C:31]1([CH3:32])[C:33]([CH3:34])([CH3:35])[O:36][B:37]([c:38]2[cH:39][cH:40][c:41]([CH2:42][N:43]3[CH2:44][CH2:45][O:46][CH2:47][CH2:48]3)[cH:49][cH:50]2)[O:51]1.[Na+:56].[Na+:57].[O:59]1[CH2:60][CH2:61][O:62][CH2:63][CH2:64]1.[OH2:58].[cH:65]1[cH:66][cH:67][c:68]([P:69]([Pd:70]([P:71]([c:72]2[cH:73][cH:74][cH:75][cH:76][cH:77]2)([c:78]2[cH:79][cH:80][cH:81][cH:82][cH:83]2)[c:84]2[cH:85][cH:86][cH:87][cH:88][cH:89]2)([P:90]([c:91]2[cH:92][cH:93][cH:94][cH:95][cH:96]2)([c:97]2[cH:98][cH:99][cH:100][cH:101][cH:102]2)[c:103]2[cH:104][cH:105][cH:106][cH:107][cH:108]2)[P:109]([c:110]2[cH:111][cH:112][cH:113][cH:114][cH:115]2)([c:116]2[cH:117][cH:118][cH:119][cH:120][cH:121]2)[c:122]2[cH:123][cH:124][cH:125][cH:126][cH:127]2)([c:128]2[cH:129][cH:130][cH:131][cH:132][cH:133]2)[c:134]2[cH:135][cH:136][cH:137][cH:138][cH:139]2)[cH:140][cH:141]1>>[c:2]1(-[c:38]2[cH:39][cH:40][c:41]([CH2:42][N:43]3[CH2:44][CH2:45][O:46][CH2:47][CH2:48]3)[cH:49][cH:50]2)[cH:3][c:4]([N:22]([CH:23]2[CH2:24][CH2:25][O:26][CH2:27][CH2:28]2)[CH3:29])[c:5]([CH3:21])[c:6]([C:7](=[O:8])[NH:9][CH2:10][c:11]2[c:12](=[O:19])[nH:13][c:14]([CH3:18])[cH:15][c:16]2[CH3:17])[cH:20]1. Product: Cc1cc(C)c(CNC(=O)c2cc(-c3ccc(CN4CCOCC4)cc3)cc(N(C)C3CCOCC3)c2C)c(=O)[nH]1. Yields the product OC1=CC=C2CCC(C2=C1)=O (6-hydroxy-1-indanone). Reaction SMILES: C[O:2][C:3]1[CH:11]=[C:10]2[C:6]([CH2:7][CH2:8][C:9]2=[O:12])=[CH:5][CH:4]=1.[Cl-].[Al+3].[Cl-].[Cl-].Cl>C1(C)C(C)=CC=CC=1>[OH:2][C:3]1[CH:11]=[C:10]2[C:6]([CH2:7][CH2:8][C:9]2=[O:12])=[CH:5][CH:4]=1 |f:1.2.3.4|. The solvent is C=1(C(=CC=CC1)C)C (xylene). Procedure details: Under argon atmosphere, 6-methoxy-1-indanone (10.0 g) was dissolved in xylene (100 ml), and to the mixture was added aluminum chloride (16.4 g). The mixture was refluxed for 2 hours and then cooled to room temperature. To the mixture was added 3N hydrochloric acid (100 ml), and the mixture was extracted with ethyl acetate. The organic layer was washed with saturated sodium chloride solution, dried with anhydrous sodium sulfate, and concentrated under reduced pressure. The residue was separated a... Reactants: [Cl-].[Al+3].[Cl-].[Cl-] (aluminum chloride), COC1=CC=C2CCC(C2=C1)=O (6-methoxy-1-indanone), Cl (hydrochloric acid). The yield is 80.6%. Reactants: CN(C)C=O, FC(F)(F)Oc1ccc(C=Cc2nc(CCl)co2)cc1, Oc1ccc(COCCn2ccnn2)c(F)c1, [H-], [Na+], O. Yields the product Fc1cc(OCc2coc(C=Cc3ccc(OC(F)(F)F)cc3)n2)ccc1COCCn1ccnn1. As a reaction SMILES: [CH3:41][N:42]([CH3:43])[CH:44]=[O:45].[Cl:20][CH2:21][c:22]1[n:23][c:24]([CH:27]=[CH:28][c:29]2[cH:30][cH:31][c:32]([O:35][C:36]([F:37])([F:38])[F:39])[cH:33][cH:34]2)[o:25][cH:26]1.[F:1][c:2]1[cH:3][c:4]([OH:17])[cH:5][cH:6][c:7]1[CH2:8][O:9][CH2:10][CH2:11][n:12]1[n:13][n:14][cH:15][cH:16]1.[H-:18].[Na+:19].[OH2:40]>>[F:1][c:2]1[cH:3][c:4]([O:17][CH2:21][c:22]2[n:23][c:24]([CH:27]=[CH:28][c:29]3[cH:30][cH:31][c:32]([O:35][C:36]([F:37])([F:38])[F:39])[cH:33][cH:34]3)[o:25][cH:26]2)[cH:5][cH:6][c:7]1[CH2:8][O:9][CH2:10][CH2:11][n:12]1[n:13][n:14][cH:15][cH:16]1. The reactants are CC1=CC=C(C=C1)S(=O)(=O)OC1=NOC(=C1)C1CCN(CC1)C(=O)OC(C)(C)C (tert-Butyl 4-(3-{[(4-methylphenyl)sulfonyl]oxy}isoxazol-5-yl)piperidine-1-carboxylate), Cl (HCl). Run in O1CCOCC1 (dioxane). Reaction conditions: time 1 hour. Yields the product Cl.CC1=CC=C(C=C1)S(=O)(=O)OC1=NOC(=C1)C1CCNCC1 (5-piperidin-4-ylisoxazol-3-yl 4-methylbenzenesulfonate hydrochloride). RXN SMILES: [CH3:1][C:2]1[CH:7]=[CH:6][C:5]([S:8]([O:11][C:12]2[CH:16]=[C:15]([CH:17]3[CH2:22][CH2:21][N:20](C(OC(C)(C)C)=O)[CH2:19][CH2:18]3)[O:14][N:13]=2)(=[O:10])=[O:9])=[CH:4][CH:3]=1.[ClH:30]>O1CCOCC1>[ClH:30].[CH3:1][C:2]1[CH:7]=[CH:6][C:5]([S:8]([O:11][C:12]2[CH:16]=[C:15]([CH:17]3[CH2:22][CH2:21][NH:20][CH2:19][CH2:18]3)[O:14][N:13]=2)(=[O:10])=[O:9])=[CH:4][CH:3]=1 |f:3.4|. Reported procedure: tert-Butyl 4-(3-{[(4-methylphenyl)sulfonyl]oxy}isoxazol-5-yl)piperidine-1-carboxylate (719 mg, 1.76 mmol) was dissolved in anhydrous 4N HCl in dioxane (15 mL) and the resulting solution was stirred at rt for 1 h. The reaction mixture was concentrated to afford 5-piperidin-4-ylisoxazol-3-yl 4-methylbenzenesulfonate hydrochloride, which did not require further purification. Product: C(#N)CC1(CN(C1)C1=CC(=C(C(=O)NC(C)C)C=C1F)F)N1N=CC(=C1)C=1C2=C(N=CN1)NC=C2 (4-{3-(Cyanomethyl)-3-[4-(7H-pyrrolo[2,3-d]pyrimidin-4-yl)-1H-pyrazol-1-yl]azetidin-1-yl}-2,5-difluoro-N-isopropylbenzamide). Starting materials: ClC1=CC(=C(C(=O)O)C=C1F)F (4-chloro-2,5-difluorobenzoic acid), CC(C)N (2-propanamine), Cl.Cl.C[Si](CCOCN1C=CC2=C1N=CN=C2C=2C=NN(C2)C2(CNC2)CC#N)(C)C ({3-[4-(7-{[2-(trimethylsilyl)ethoxy]methyl}-7H-pyrrolo[2,3-d]pyrimidin-4-yl)-1H-pyrazol-1-yl]azetidin-3-yl}acetonitrile dihydrochloride). Procedure: This compound was prepared by using procedures analogous to those described for the synthesis of Example 3, Step 1-3 starting from 4-chloro-2,5-difluorobenzoic acid (Aldrich: Cat. #443824), 2-propanamine and {3-[4-(7-{[2-(trimethylsilyl)ethoxy]methyl}-7H-pyrrolo[2,3-d]pyrimidin-4-yl)-1H-pyrazol-1-yl]azetidin-3-yl}acetonitrile dihydrochloride. LCMS (M+H)+: m/z=477.2. 1H NMR (400 MHz, DMSO-d6): δ 12.61 (s, 1H), 9.08 (s, 1H), 8.84 (s, 1H), 8.57 (s, 1H), 7.80 (m, 2H), 7.37 (dd, J=13.0, 7.0 Hz, 1H), ... As a reaction SMILES: Cl[C:2]1[C:10]([F:11])=[CH:9][C:5]([C:6]([OH:8])=O)=[C:4]([F:12])[CH:3]=1.[CH3:13][CH:14]([NH2:16])[CH3:15].Cl.Cl.C[Si](C)(C)CCOC[N:25]1[C:29]2[N:30]=[CH:31][N:32]=[C:33]([C:34]3[CH:35]=[N:36][N:37]([C:39]4([CH2:43][C:44]#[N:45])[CH2:42][NH:41][CH2:40]4)[CH:38]=3)[C:28]=2[CH:27]=[CH:26]1>>[C:44]([CH2:43][C:39]1([N:37]2[CH:38]=[C:34]([C:33]3[C:28]4[CH:27]=[CH:26][NH:25][C:29]=4[N:30]=[CH:31][N:32]=3)[CH:35]=[N:36]2)[CH2:42][N:41]([C:2]2[C:10]([F:11])=[CH:9][C:5]([C:6]([NH:16][CH:14]([CH3:15])[CH3:13])=[O:8])=[C:4]([F:12])[CH:3]=2)[CH2:40]1)#[N:45] |f:2.3.4|. RXN SMILES: [CH3:45][OH:46].[Cl:31][CH2:32][Cl:33].[F:1][c:2]1[cH:3][cH:4][c:5]([CH:8]([c:9]2[cH:10][nH:11][c:12]3[c:13]([CH2:18][S:19][CH3:20])[cH:14][cH:15][cH:16][c:17]23)[c:21]2[cH:22][cH:23][c:24]([C:27]([F:28])([F:29])[F:30])[cH:25][cH:26]2)[cH:6][cH:7]1.[OH:34][O:35][C:36]([c:37]1[cH:38][c:39]([Cl:40])[cH:41][cH:42][cH:43]1)=[O:44]>>[F:1][c:2]1[cH:3][cH:4][c:5]([CH:8]([c:9]2[cH:10][nH:11][c:12]3[c:13]([CH2:18][S:19]([CH3:20])=[O:34])[cH:14][cH:15][cH:16][c:17]23)[c:21]2[cH:22][cH:23][c:24]([C:27]([F:28])([F:29])[F:30])[cH:25][cH:26]2)[cH:6][cH:7]1. Reactants: CO, ClCCl, CSCc1cccc2c(C(c3ccc(F)cc3)c3ccc(C(F)(F)F)cc3)c[nH]c12, O=C(OO)c1cccc(Cl)c1. Yields the product CS(=O)Cc1cccc2c(C(c3ccc(F)cc3)c3ccc(C(F)(F)F)cc3)c[nH]c12.